This data is from the Open Reaction Database (ORD), a public repository of structured organic reaction records. The task is: describe an organic reaction: reactants, conditions, products, and yield The reactants are O=C([O-])[O-], Cn1c(=O)c2[nH]c(Cl)nc2n(C)c1=O, CCOC(C)=O, [I-], ClCc1ccccc1I, [K+], [K+], [K+], CN(C)C=O, O. Product: Cn1c(=O)c2c(nc(Cl)n2Cc2ccccc2I)n(C)c1=O. RXN SMILES: [C:24](=[O:25])([O-:26])[O-:27].[CH3:1][n:2]1[c:3]2[n:4][c:5]([Cl:6])[nH:7][c:8]2[c:9](=[O:10])[n:11]([CH3:12])[c:13]1=[O:14].[CH3:37][CH2:38][O:39][C:40]([CH3:41])=[O:42].[I-:31].[I:15][c:16]1[c:17]([CH2:18][Cl:19])[cH:20][cH:21][cH:22][cH:23]1.[K+:28].[K+:29].[K+:30].[O:32]=[CH:33][N:34]([CH3:35])[CH3:36].[OH2:43]>>[CH3:1][n:2]1[c:3]2[n:4][c:5]([Cl:6])[n:7]([CH2:18][c:17]3[c:16]([I:15])[cH:23][cH:22][cH:21][cH:20]3)[c:8]2[c:9](=[O:10])[n:11]([CH3:12])[c:13]1=[O:14]. The reactants are CN(C)c1cccc(Oc2ncccc2C(=O)O)c1, CN(C)C=O, CCOCC, NCc1ccccc1Cl, Cl, O, O, On1nnc2ccccc21. Yields the product CN(C)c1cccc(Oc2ncccc2C(=O)NCc2ccccc2Cl)c1. As a reaction SMILES: [CH3:1][N:2]([c:3]1[cH:4][c:5]([O:6][c:7]2[c:8]([C:9](=[O:10])[OH:11])[cH:12][cH:13][cH:14][n:15]2)[cH:16][cH:17][cH:18]1)[CH3:19].[CH3:41][N:42]([CH3:43])[CH:44]=[O:45].[CH3:47][CH2:48][O:49][CH2:50][CH3:51].[Cl:20][c:21]1[c:22]([CH2:23][NH2:24])[cH:25][cH:26][cH:27][cH:28]1.[ClH:40].[OH2:29].[OH2:46].[OH:30][n:31]1[c:32]2[cH:33][cH:34][cH:35][cH:36][c:37]2[n:38][n:39]1>>[CH3:1][N:2]([c:3]1[cH:4][c:5]([O:6][c:7]2[c:8]([C:9](=[O:11])[NH:24][CH2:23][c:22]3[c:21]([Cl:20])[cH:28][cH:27][cH:26][cH:25]3)[cH:12][cH:13][cH:14][n:15]2)[cH:16][cH:17][cH:18]1)[CH3:19].